Dataset: the Open Reaction Database (ORD), a public repository of structured organic reaction records. Task: describe an organic reaction: reactants, conditions, products, and yield The reactants are FC(C(C(=O)O)(O)C(F)F)F (3,3-difluoro-2-difluoromethyl-2-hydroxypropanoic acid), NC1=C(C=C(C(=O)C2=CC=CC=C2)C=C1)C (4-amino-3-methylbenzophenone), NC1=CC(=C(C(=O)C2=CC=CC=C2)C=C1)Br (4-amino-2-bromobenzophenone). The product is C(C1=CC=CC=C1)(=O)C1=CC(=C(C=C1)NC(C(C(F)F)(O)C(F)F)=O)Br (N-(4-Benzoyl-2-bromophenyl)-2-(difluoromethyl)-3,3,-difluoro-2-hydroxypropanamide). Reaction SMILES: [F:1][CH:2]([F:11])[C:3]([CH:8]([F:10])[F:9])([OH:7])[C:4](O)=[O:5].[NH2:12][C:13]1[CH:26]=[CH:25][C:16]([C:17]([C:19]2[CH:24]=[CH:23][CH:22]=[CH:21][CH:20]=2)=[O:18])=[CH:15][C:14]=1C.NC1C=CC(C(C2C=CC=CC=2)=O)=C([Br:43])C=1>>[C:17]([C:16]1[CH:25]=[CH:26][C:13]([NH:12][C:4](=[O:5])[C:3]([CH:8]([F:10])[F:9])([OH:7])[CH:2]([F:11])[F:1])=[C:14]([Br:43])[CH:15]=1)(=[O:18])[C:19]1[CH:24]=[CH:23][CH:22]=[CH:21][CH:20]=1. Reported procedure: Using a procedure similar to that described in Example 1, except replacing the 3,3,3-trifluoro-2-hydroxy-2-methylpropanoic acid with 3,3-difluoro-2-difluoromethyl-2-hydroxypropanoic acid and the 4-amino-3-methylbenzophenone with 4-amino-2-bromobenzophenone, the title compound was prepared; mp 128°-132° C. Analysis for C17H12BrF4NO3 : Calculated: C, 47.13; H, 2.79; N, 3.23; Found: C, 56.21; H, 2.95; N, 3.14. Reactants: CCOC(=O)C=CC=O, C1CCNC1, O=Cc1c(O)cccc1Cl, O=C(O)c1ccccc1[N+](=O)[O-]. The product is CCOC(=O)C1Oc2cccc(Cl)c2C=C1C=O. RXN SMILES: [CH2:1]([CH3:2])[O:3][C:4]([CH:5]=[CH:6][CH:7]=[O:8])=[O:9].[CH2:22]1[CH2:23][NH:24][CH2:25][CH2:26]1.[Cl:27][c:28]1[c:29]([CH:30]=[O:31])[c:32]([OH:36])[cH:33][cH:34][cH:35]1.[OH:10][C:11]([c:12]1[c:13]([N+:14](=[O:15])[O-:16])[cH:17][cH:18][cH:19][cH:20]1)=[O:21]>>[CH2:1]([CH3:2])[O:3][C:4]([CH:5]1[C:6]([CH:7]=[O:8])=[CH:30][c:29]2[c:28]([Cl:27])[cH:35][cH:34][cH:33][c:32]2[O:36]1)=[O:9].